This data is from the Open Reaction Database (ORD), a public repository of structured organic reaction records. The task is: describe an organic reaction: reactants, conditions, products, and yield The reactants are C(C1=CC=CC=C1)N1C(=C(C2=CC(=CC=C12)C1=CC=C(C=C1)O)C)C (4-(1-benzyl-2,3-dimethyl-1H-indol-5-yl)-phenol), C(=O)([O-])[O-].[K+].[K+] (K2CO3), BrCC#N (bromoacetonitrile). The solvent is CC(=O)C (acetone). Product: C(C1=CC=CC=C1)N1C(=C(C2=CC(=CC=C12)C1=CC=C(OCC#N)C=C1)C)C ([4-(1-Benzyl-2,3-dimethyl-1H-indol-5-yl)-phenoxy]-acetonitrile), product. The yield is 61.7%. RXN SMILES: [CH2:1]([N:8]1[C:16]2[C:11](=[CH:12][C:13]([C:17]3[CH:22]=[CH:21][C:20]([OH:23])=[CH:19][CH:18]=3)=[CH:14][CH:15]=2)[C:10]([CH3:24])=[C:9]1[CH3:25])[C:2]1[CH:7]=[CH:6][CH:5]=[CH:4][CH:3]=1.C([O-])([O-])=O.[K+].[K+].Br[CH2:33][C:34]#[N:35]>CC(C)=O>[CH2:1]([N:8]1[C:16]2[C:11](=[CH:12][C:13]([C:17]3[CH:18]=[CH:19][C:20]([O:23][CH2:33][C:34]#[N:35])=[CH:21][CH:22]=3)=[CH:14][CH:15]=2)[C:10]([CH3:24])=[C:9]1[CH3:25])[C:2]1[CH:3]=[CH:4][CH:5]=[CH:6][CH:7]=1 |f:1.2.3|. Procedure details: The desired product was prepared using a procedure similar to step 5 of example 3. Thus, 4-(1-benzyl-2,3-dimethyl-1H-indol-5-yl)-phenol (0.300 g, 0.916 mmol) was reacted with K2CO3 (0.152 g, 1.099 mmol) and bromoacetonitrile (0.132 g, 1.099 mmol) in acetone (10 ml) to give the product (0.207 g, 0.565 mmol, 62%) as a pale-blue solid, mp 167-169° C. 1H NMR (DMSO-d6) δ 2.25 (s, 3H), 2.28 (s, 3H), 5.19 (s, 2H), 5.39 (s, 2H), 6.98 (d, J=7.5 Hz, 2H), 7.12 (d, J=8.6 Hz, 2H), 7.21 (t, J=7.2 Hz, 1H), 7.2... As a reaction SMILES: [CH2:14]1[CH2:17][CH2:16][CH2:15][O:18]1.[CH3:12][NH2:13].[H:19][H:20].[Pd:21].[c:1]1([CH2:7][C:8]([CH2:9][OH:10])=[O:11])[cH:2][cH:3][cH:4][cH:5][cH:6]1>>[c:1]1([CH:7]=[O:18])[cH:2][cH:3][cH:4][cH:5][cH:6]1. The reactants are C1CCOC1, CN, [H][H], [Pd], O=C(CO)Cc1ccccc1. The product is O=Cc1ccccc1. Starting materials: ClCCN(C1=CC=CC=C1)CC (N-(2-chloroethyl)-N-ethylaniline), C(=O)([O-])[O-].[K+].[K+] (K2CO3), C=1(O)C(O)=CC=CC1 (Catechol). The solvent is CN(C)C=O (DMF). Conditions: temperature 80 celsius, time 6 hour. The product is C(C)N(CCOC1=C(C=CC=C1)O)C1=CC=CC=C1 (2-(2-(ethyl(phenyl)amino)ethoxy)phenol). Isolated yield 57.4%. As a reaction SMILES: Cl[CH2:2][CH2:3][N:4]([CH2:11][CH3:12])[C:5]1[CH:10]=[CH:9][CH:8]=[CH:7][CH:6]=1.C([O-])([O-])=O.[K+].[K+].[C:19]1([C:21](=[CH:23][CH:24]=[CH:25][CH:26]=1)[OH:22])[OH:20]>CN(C=O)C>[CH2:11]([N:4]([C:5]1[CH:10]=[CH:9][CH:8]=[CH:7][CH:6]=1)[CH2:3][CH2:2][O:20][C:19]1[CH:26]=[CH:25][CH:24]=[CH:23][C:21]=1[OH:22])[CH3:12] |f:1.2.3|. Reported procedure: A mixture of compound 3a (500 mg, 2.7 mmol), K2CO3 (750 mg, 5.4 mmol), KI (90 mg, 0.54 mmol) in DMF (50 mL) was bubbled with argon for 10 min Catechol (600 mg, 5.4 mmol) was added to the mixture under argon. The reaction mixture was heated and stirred at 80° C. for 6 hr. After cooling to room temperature, the solvent was evaporated and the residue was quenched with 100 mL water. The mixture was adjusted pH to ˜7 with diluted hydrochloric acid. The mixture was then extracted with EtOAc and the co... The reactants are CCOC(=O)CC(C)(C)c1ccc(O[Si](C(C)C)(C(C)C)C(C)C)c(OCCCOC)c1, CCCC[N+](CCCC)(CCCC)CCCC, [Cl-], [F-], [NH4+], C1CCOC1. RXN SMILES: [CH3:1][O:2][CH2:3][CH2:4][CH2:5][O:6][c:7]1[cH:8][c:9]([C:24]([CH2:25][C:26](=[O:27])[O:28][CH2:29][CH3:30])([CH3:31])[CH3:32])[cH:10][cH:11][c:12]1[O:13][Si:14]([CH:15]([CH3:16])[CH3:17])([CH:18]([CH3:19])[CH3:20])[CH:21]([CH3:22])[CH3:23].[CH3:34][CH2:35][CH2:36][CH2:37][N+:38]([CH2:39][CH2:40][CH2:41][CH3:42])([CH2:43][CH2:44][CH2:45][CH3:46])[CH2:47][CH2:48][CH2:49][CH3:50].[Cl-:51].[F-:33].[NH4+:52].[O:53]1[CH2:54][CH2:55][CH2:56][CH2:57]1>>[CH3:1][O:2][CH2:3][CH2:4][CH2:5][O:6][c:7]1[cH:8][c:9]([C:24]([CH2:25][C:26](=[O:27])[O:28][CH2:29][CH3:30])([CH3:31])[CH3:32])[cH:10][cH:11][c:12]1[OH:13]. The product is CCOC(=O)CC(C)(C)c1ccc(O)c(OCCCOC)c1. Reactants: CO (methanol), Cl (HCl), C(C)(=O)Cl (acetyl chloride), ClC=1C(=NC=CN1)N1CCN(CC1)CC=1C=NN(C1C)C (3′-chloro-4-(1,5-dimethyl-1H-pyrazol-4-ylmethyl)-3,4,5,6-tetrahydro-2H-[1,2′]bipyrazinyl). The solvent is C1(=CC=CC=C1)C (toluene). Conditions: temperature 2 celsius, time 1 hour. The product is Cl.ClC=1C(=NC=CN1)N1CCN(CC1)CC=1C=NN(C1C)C (3′-chloro-4-(1,5-dimethyl-1H-pyrazol-4-ylmethyl)-3,4,5,6-tetrahydro-2H-[1,2′]bipyrazinyl hydrochloride). The yield is 69.4%. As a reaction SMILES: CO.C([Cl:6])(=O)C.[Cl:7][C:8]1[C:9]([N:14]2[CH2:19][CH2:18][N:17]([CH2:20][C:21]3[CH:22]=[N:23][N:24]([CH3:27])[C:25]=3[CH3:26])[CH2:16][CH2:15]2)=[N:10][CH:11]=[CH:12][N:13]=1.Cl>C1(C)C=CC=CC=1>[ClH:6].[Cl:7][C:8]1[C:9]([N:14]2[CH2:15][CH2:16][N:17]([CH2:20][C:21]3[CH:22]=[N:23][N:24]([CH3:27])[C:25]=3[CH3:26])[CH2:18][CH2:19]2)=[N:10][CH:11]=[CH:12][N:13]=1 |f:5.6|. Procedure: Charge a 2 L 3-neck round bottom flask with methanol (95 mL) and chill to 2° C. and slowly add acetyl chloride (7.62 mL, 0.107 mol) dropwise under nitrogen. In a separate 1 L 3-neck flask, dissolve 3′-chloro-4-(1,5-dimethyl-1H-pyrazol-4-ylmethyl)-3,4,5,6-tetrahydro-2H-[1,2′]bipyrazinyl (36.5 g, 0.107 mol) in toluene (365 mL). Add this solution to the methanolic HCl solution in one portion. Stir vigorously for 1 hr. and concentrate to one half volume and filter to give 3′-chloro-4-(1,5-dimethyl-1... Reactants: COC1=CC=C(C=C1)P(O)(=O)C1=CC=C(C=C1)OC (bis(4-methoxyphenyl)phosphinic acid), solution, [OH-].C(CCC)[N+](CCCC)(CCCC)CCCC (tetrabutylammonium hydroxide), CC(C)O (2-propanol). Solvent: O (water), O (water). Yields the product OCP([O-])(=O)CO.C(CCC)[N+](CCCC)(CCCC)CCCC (Tetrabutylammonium Bis(hydroxymethyl)phosphinate). RXN SMILES: COC1C=CC([P:9]([C:12]2C=CC(OC)=CC=2)(=[O:11])[OH:10])=CC=1.[OH-:20].[CH2:21]([N+:25]([CH2:34][CH2:35][CH2:36][CH3:37])([CH2:30][CH2:31][CH2:32][CH3:33])[CH2:26][CH2:27][CH2:28][CH3:29])[CH2:22][CH2:23][CH3:24].C[CH:39]([OH:41])C>O>[OH:20][CH2:12][P:9]([CH2:39][OH:41])(=[O:11])[O-:10].[CH2:34]([N+:25]([CH2:21][CH2:22][CH2:23][CH3:24])([CH2:26][CH2:27][CH2:28][CH3:29])[CH2:30][CH2:31][CH2:32][CH3:33])[CH2:35][CH2:36][CH3:37] |f:1.2,5.6|. Procedure details: To a flask were added 2.0 g bis(4-methoxyphenyl)phosphinic acid, 3.0 g of a 55-60% solution of tetrabutylammonium hydroxide in water, 2.0 g of water and 18 ml 2-propanol. After heating to 50 C under nitrogen for 1 hour, the solvent was removed and another 20 ml of 2-propanol were added and removed by distillation under reduced pressure. A waxy solid was obtained. Starting materials: C(C)(C)(C)OC(=O)NCC=CC=1C=CC2=C(NC(O2)=O)C1 (5-(3-(t-butoxycarbonylamino)-1-propenyl)-2-benzoxazolone). Solvent: FC(C(=O)O)(F)F (trifluoroacetic acid). Yields the product NCC=CC=1C=CC2=C(NC(O2)=O)C1 (5-(3-amino-1-propenyl)-2-benzoxazolone). As a reaction SMILES: C(OC([NH:8][CH2:9][CH:10]=[CH:11][C:12]1[CH:13]=[CH:14][C:15]2[O:19][C:18](=[O:20])[NH:17][C:16]=2[CH:21]=1)=O)(C)(C)C>FC(F)(F)C(O)=O>[NH2:8][CH2:9][CH:10]=[CH:11][C:12]1[CH:13]=[CH:14][C:15]2[O:19][C:18](=[O:20])[NH:17][C:16]=2[CH:21]=1. Procedure details: A solution of 5-(3-(t-butoxycarbonylamino)-1-propenyl)-2-benzoxazolone in trifluoroacetic acid is stirred at ambient temperature for 30 min, then evaporated to dryness to yield 5-(3-amino-1-propenyl)-2-benzoxazolone. Reactants: ice, [Si](C)(C)(C(C)(C)C)O[C@H]1CN(CC1=O)C(=O)OC(C)(C)C (tert-butyl (3S)-3-(tert-butyldimethylsilyl)oxy-4-oxopyrrolidine-1-carboxylate), solution, C(C=C)[Mg]Br (allylmagnesium bromide). The solvent is C1CCOC1 (THF), C1CCOC1 (THF). Conditions: temperature 0 celsius, time 30 minute. Yields the product O[C@@]1(CN(C[C@@H]1O[Si](C)(C)C(C)(C)C)C(=O)OC(C)(C)C)CC=C (tert-butyl (3R,4S)-3-hydroxy-4-(tert-butyldimethylsilyl)oxy-3-(prop-2-en-1-yl)pyrrolidine-1-carboxylate). RXN SMILES: [Si:1]([O:8][C@@H:9]1[C:13](=[O:14])[CH2:12][N:11]([C:15]([O:17][C:18]([CH3:21])([CH3:20])[CH3:19])=[O:16])[CH2:10]1)([C:4]([CH3:7])([CH3:6])[CH3:5])([CH3:3])[CH3:2].[CH2:22]([Mg]Br)[CH:23]=[CH2:24]>C1COCC1>[OH:14][C@@:13]1([CH2:24][CH:23]=[CH2:22])[C@@H:9]([O:8][Si:1]([C:4]([CH3:7])([CH3:6])[CH3:5])([CH3:3])[CH3:2])[CH2:10][N:11]([C:15]([O:17][C:18]([CH3:21])([CH3:20])[CH3:19])=[O:16])[CH2:12]1. Procedure: To an ice-cooled solution of tert-butyl (3S)-3-(tert-butyldimethylsilyl)oxy-4-oxopyrrolidine-1-carboxylate (1.2 g) in THF (5 mL) was added dropwise a 1M solution of allylmagnesium bromide in THF (3.8 mL), and the mixture was stirred for 30 min at 0° C. The reaction was quenched with saturated aqueous NH4Cl (5 mL) and the mixture was extracted with Et2O. The extract was washed with brine, dried over MgSO4, and concentrated in vacuo. The residue was purified with silica gel column chromatography (... The reactants are Br, CC(=O)c1ccc(CC(C)N=[N+]=[N-])s1, [Na+], [OH-]. Yields the product CC(Cc1ccc(C(=O)O)s1)N=[N+]=[N-]. RXN SMILES: [Br:15].[CH3:1][C:2](=[O:3])[c:4]1[s:5][c:6]([CH2:9][CH:10]([CH3:11])[N:12]=[N+:13]=[N-:14])[cH:7][cH:8]1.[Na+:17].[OH-:16]>>[C:2]([OH:3])([c:4]1[s:5][c:6]([CH2:9][CH:10]([CH3:11])[N:12]=[N+:13]=[N-:14])[cH:7][cH:8]1)=[O:16]. Reactants: CO, CC(C)(C)OC(=O)N1C(=O)OC(c2ccc(F)cc2)C1Cc1ccc(C(F)(F)F)o1, [Na+], [OH-], O. Reaction SMILES: [CH3:34][OH:35].[F:1][c:2]1[cH:3][cH:4][c:5]([CH:8]2[CH:9]([CH2:21][c:22]3[o:23][c:24]([C:27]([F:28])([F:29])[F:30])[cH:25][cH:26]3)[N:10]([C:14](=[O:15])[O:16][C:17]([CH3:18])([CH3:19])[CH3:20])[C:11](=[O:13])[O:12]2)[cH:6][cH:7]1.[Na+:32].[OH-:31].[OH2:33]>>[F:1][c:2]1[cH:3][cH:4][c:5]([CH:8]([CH:9]([NH:10][C:14](=[O:15])[O:16][C:17]([CH3:18])([CH3:19])[CH3:20])[CH2:21][c:22]2[o:23][c:24]([C:27]([F:28])([F:29])[F:30])[cH:25][cH:26]2)[OH:12])[cH:6][cH:7]1. Product: CC(C)(C)OC(=O)NC(Cc1ccc(C(F)(F)F)o1)C(O)c1ccc(F)cc1.